From a dataset of the Open Reaction Database (ORD), a public repository of structured organic reaction records. describe an organic reaction: reactants, conditions, products, and yield The reactants are O=C1CCC(=O)N1Br, CC(=O)O, COc1c(C#N)cc(-c2ccccc2)c(F)c1N. Yields the product COc1c(N)c(F)c(-c2ccccc2)c(Br)c1C#N. As a reaction SMILES: [Br:19][N:20]1[C:21](=[O:22])[CH2:23][CH2:24][C:25]1=[O:26].[CH3:27][C:28](=[O:29])[OH:30].[NH2:1][c:2]1[c:3]([O:17][CH3:18])[c:4]([C:15]#[N:16])[cH:5][c:6](-[c:9]2[cH:10][cH:11][cH:12][cH:13][cH:14]2)[c:7]1[F:8]>>[NH2:1][c:2]1[c:3]([O:17][CH3:18])[c:4]([C:15]#[N:16])[c:5]([Br:19])[c:6](-[c:9]2[cH:10][cH:11][cH:12][cH:13][cH:14]2)[c:7]1[F:8].